From a dataset of the Open Reaction Database (ORD), a public repository of structured organic reaction records. describe an organic reaction: reactants, conditions, products, and yield Starting materials: CCCc1c(-c2ccc(Br)cc2)nc(C2CCCN2C(=O)OC(C)(C)C)n1O, CCOC(C)=O, CN(C)C=O, CCOP(OCC)OCC. Product: CCCc1[nH]c(C2CCCN2C(=O)OC(C)(C)C)nc1-c1ccc(Br)cc1. As a reaction SMILES: [Br:11][c:12]1[cH:13][cH:14][c:15](-[c:18]2[n:19][c:20]([CH:27]3[N:28]([C:32](=[O:33])[O:34][C:35]([CH3:36])([CH3:37])[CH3:38])[CH2:29][CH2:30][CH2:31]3)[n:21]([OH:26])[c:22]2[CH2:23][CH2:24][CH3:25])[cH:16][cH:17]1.[CH3:44][CH2:45][O:46][C:47](=[O:48])[CH3:49].[O:39]=[CH:40][N:41]([CH3:42])[CH3:43].[P:1]([O:2][CH2:3][CH3:4])([O:5][CH2:6][CH3:7])[O:8][CH2:9][CH3:10]>>[Br:11][c:12]1[cH:13][cH:14][c:15](-[c:18]2[n:19][c:20]([CH:27]3[N:28]([C:32](=[O:33])[O:34][C:35]([CH3:36])([CH3:37])[CH3:38])[CH2:29][CH2:30][CH2:31]3)[nH:21][c:22]2[CH2:23][CH2:24][CH3:25])[cH:16][cH:17]1. Reactants: CCCCN(CCC(=O)OC(C)(C)C)c1nc(Cl)ncc1[N+](=O)[O-], CCOC(C)=O, [H][H]. Yields the product CCCCN(CCC(=O)OC(C)(C)C)c1nc(Cl)ncc1N. Reaction SMILES: [C:1]([CH3:2])([CH3:3])([CH3:4])[O:5][C:6]([CH2:7][CH2:8][N:9]([c:10]1[n:11][c:12]([Cl:19])[n:13][cH:14][c:15]1[N+:16]([O-:17])=[O:18])[CH2:20][CH2:21][CH2:22][CH3:23])=[O:24].[CH3:27][CH2:28][O:29][C:30](=[O:31])[CH3:32].[H:25][H:26]>>[C:1]([CH3:2])([CH3:3])([CH3:4])[O:5][C:6]([CH2:7][CH2:8][N:9]([c:10]1[n:11][c:12]([Cl:19])[n:13][cH:14][c:15]1[NH2:16])[CH2:20][CH2:21][CH2:22][CH3:23])=[O:24]. Reactants: BrC(COCC1=CC=CC=C1)=C (2-bromoallyloxymethylbenzene), COC=1C=C(C(=O)OCC2=CC=CC=C2)C=CC1B1OC(C(O1)(C)C)(C)C (benzyl 3-methoxy-4-(4,4,5,5-tetramethyl-1,3,2-dioxaborolan-2-yl)benzoate). Reagents/catalysts: Cl[Pd]([P+](C(C)(C)C)(C(C)(C)C)C(C)(C)C)([P+](C1=CC=CC=C1)(C1CCCCC1)C1CCCCC1)Cl (Dichloro-[dicyclohexyl(phenyl)phosphaniumyl]-tritert-butylphosphaniumyl-palladium), [Pd] (Pd/C). The solvent is CN(C)C=O (DMF), CN(C)C=O (DMF). Run at temperature 90 celsius, time 8 hour. The product is OCC(C)C1=C(C=C(C(=O)O)C=C1)OC (4-(1-hydroxypropan-2-yl)-3-methoxybenzoic acid). Reaction SMILES: Br[C:2](=[CH2:12])[CH2:3][O:4]CC1C=CC=CC=1.[CH3:13][O:14][C:15]1[CH:16]=[C:17]([CH:28]=[CH:29][C:30]=1B1OC(C)(C)C(C)(C)O1)[C:18]([O:20]CC1C=CC=CC=1)=[O:19]>CN(C=O)C.Cl[Pd](Cl)([P+](C1CCCCC1)(C1CCCCC1)C1C=CC=CC=1)[P+](C(C)(C)C)(C(C)(C)C)C(C)(C)C.[Pd]>[OH:4][CH2:3][CH:2]([C:30]1[CH:29]=[CH:28][C:17]([C:18]([OH:20])=[O:19])=[CH:16][C:15]=1[O:14][CH3:13])[CH3:12]. Procedure details: Dichloro-[dicyclohexyl(phenyl)phosphaniumyl]-tritert-butylphosphaniumyl-palladium (981 mg, 0.150 mmol) and 2-bromoallyloxymethylbenzene (341 mg, 1.50 mmol) were dissolved in DMF (1 mL). A solution of benzyl 3-methoxy-4-(4,4,5,5-tetramethyl-1,3,2-dioxaborolan-2-yl)benzoate (1.11 g, 3.00 mmol) in DMF (3 mL) was added the mixture was heated at 90° C. for 3 h. The mixture was then filtered through Celite using ethyl acetate. The filtrate was then washed with brine, dried over sodium sulfate, filtere...